From a dataset of the Open Reaction Database (ORD), a public repository of structured organic reaction records. describe an organic reaction: reactants, conditions, products, and yield The reactants are O=C([O-])[O-], C=CCBr, [K+], [K+], Sc1ccc(Oc2ccccc2)cc1, CN(C)C=O. Product: C=CCSc1ccc(Oc2ccccc2)cc1. Reaction SMILES: [C:15](=[O:16])([O-:17])[O-:18].[CH2:21]([CH:22]=[CH2:23])[Br:24].[K+:19].[K+:20].[O:1]([c:2]1[cH:3][cH:4][cH:5][cH:6][cH:7]1)[c:8]1[cH:9][cH:10][c:11]([SH:14])[cH:12][cH:13]1.[O:25]=[CH:26][N:27]([CH3:28])[CH3:29]>>[O:1]([c:2]1[cH:3][cH:4][cH:5][cH:6][cH:7]1)[c:8]1[cH:9][cH:10][c:11]([S:14][CH2:23][CH:22]=[CH2:21])[cH:12][cH:13]1.